This data is from the Open Reaction Database (ORD), a public repository of structured organic reaction records. The task is: describe an organic reaction: reactants, conditions, products, and yield Reactants: COC=1C=C(COC2=NN(C=C2C=O)C2=CC=C(C=C2)C(F)(F)F)C=CC1OCC=1N=C(OC1C)C1=CC=CC=C1 (3-({3-methoxy-4-[(5-methyl-2-phenyl-1,3-oxazol-4-yl)methoxy]benzyl}oxy)-1-[4-(trifluoromethyl)phenyl]-1H-pyrazole-4-carbaldehyde), C(C)OP(=O)(OCC)CC(=O)OCC (ethyl diethylphosphonoacetate), CN(C=O)C (N,N-dimethylformamide), [H-].[Na+] (sodium hydride). Solvent: O (water). Reaction conditions: time 30 minute. Product: COC=1C=C(COC2=NN(C=C2/C=C/C(=O)OCC)C2=CC=C(C=C2)C(F)(F)F)C=CC1OCC=1N=C(OC1C)C1=CC=CC=C1 (ethyl (2E)-3-{3-({3-methoxy-4-[(5-methyl-2-phenyl-1,3-oxazol-4-yl)methoxy]benzyl}oxy)-1-[4-(trifluoromethyl)phenyl]-1H-pyrazol-4-yl}-2-propenoate). Yield: 69.8%. Reaction SMILES: [CH3:1][O:2][C:3]1[CH:4]=[C:5]([CH:25]=[CH:26][C:27]=1[O:28][CH2:29][C:30]1[N:31]=[C:32]([C:36]2[CH:41]=[CH:40][CH:39]=[CH:38][CH:37]=2)[O:33][C:34]=1[CH3:35])[CH2:6][O:7][C:8]1[C:12]([CH:13]=O)=[CH:11][N:10]([C:15]2[CH:20]=[CH:19][C:18]([C:21]([F:24])([F:23])[F:22])=[CH:17][CH:16]=2)[N:9]=1.C(OP([CH2:50][C:51]([O:53][CH2:54][CH3:55])=[O:52])(OCC)=O)C.CN(C)C=O.[H-].[Na+]>O>[CH3:1][O:2][C:3]1[CH:4]=[C:5]([CH:25]=[CH:26][C:27]=1[O:28][CH2:29][C:30]1[N:31]=[C:32]([C:36]2[CH:37]=[CH:38][CH:39]=[CH:40][CH:41]=2)[O:33][C:34]=1[CH3:35])[CH2:6][O:7][C:8]1[C:12](/[CH:13]=[CH:50]/[C:51]([O:53][CH2:54][CH3:55])=[O:52])=[CH:11][N:10]([C:15]2[CH:16]=[CH:17][C:18]([C:21]([F:23])([F:24])[F:22])=[CH:19][CH:20]=2)[N:9]=1 |f:3.4|. Procedure details: To a mixture of 3-({3-methoxy-4-[(5-methyl-2-phenyl-1,3-oxazol-4-yl)methoxy]benzyl}oxy)-1-[4-(trifluoromethyl)phenyl]-1H-pyrazole-4-carbaldehyde (3.30 g), ethyl diethylphosphonoacetate (1.32 g) and N,N-dimethylformamide (50 mL) was added sodium hydride (60% in oil, 0.236 g) at room temperature, and the mixture was stirred for 30 min at the same temperature. The reaction mixture was poured into water, and the precipitated crystals were collected by filtration, and recrystallized from tetrahydrofu...